This data is from the Open Reaction Database (ORD), a public repository of structured organic reaction records. The task is: describe an organic reaction: reactants, conditions, products, and yield Reactants: (CH2O)n, C(CCCCCCC)O (1-octanol), ClC(Cl)OC(Cl)Cl (bis-chloromethylether), Cl (HCl). Run in ClC(CCl)Cl (1,1,2-trichloroethane). Yields the product ClCOCCCCCCCC (Chloromethyloctylether). As a reaction SMILES: [CH2:1]([OH:9])[CH2:2][CH2:3][CH2:4][CH2:5][CH2:6][CH2:7][CH3:8].Cl.[Cl:11][CH:12](OC(Cl)Cl)Cl>ClC(Cl)CCl>[Cl:11][CH2:12][O:9][CH2:1][CH2:2][CH2:3][CH2:4][CH2:5][CH2:6][CH2:7][CH3:8]. Reported procedure: 33 g (1.1 mole) of (CH2O)n were stirred in 100 ml 1,1,2-trichloroethane with 130 g (1.0 mole) 1-octanol at 0°-5° C. HCl gas was passed for one hour. The product was analysed by MS-GC, as described in example 7 and was found to contain 2.3% bis-chloromethylether.